From a dataset of the Open Reaction Database (ORD), a public repository of structured organic reaction records. describe an organic reaction: reactants, conditions, products, and yield The reactants are CC(C)=O, [K+], O=[Mn](=O)(=O)[O-], O, OO, O=S(=O)(O)O, COC(=O)c1c(CSc2ccccn2)[n+]([O-])c2ccccc2[n+]1[O-]. Yields the product COC(=O)c1c(CS(=O)(=O)c2ccccn2)[n+]([O-])c2ccccc2[n+]1[O-]. RXN SMILES: [CH3:39][C:40](=[O:41])[CH3:42].[K+:35].[Mn:30]([O-:31])(=[O:32])(=[O:33])=[O:34].[OH2:38].[OH:36][OH:37].[S:25]([OH:26])(=[O:27])(=[O:28])[OH:29].[n:1]1[c:2]([S:7][CH2:8][c:9]2[c:10]([C:21](=[O:22])[O:23][CH3:24])[n+:11]([O-:20])[c:12]3[cH:13][cH:14][cH:15][cH:16][c:17]3[n+:18]2[O-:19])[cH:3][cH:4][cH:5][cH:6]1>>[n:1]1[c:2]([S:7]([CH2:8][c:9]2[c:10]([C:21](=[O:22])[O:23][CH3:24])[n+:11]([O-:20])[c:12]3[cH:13][cH:14][cH:15][cH:16][c:17]3[n+:18]2[O-:19])(=[O:26])=[O:38])[cH:3][cH:4][cH:5][cH:6]1. Reactants: N1CCC(CC1)=O (4-piperidone), ClCC1=CC2=CC=CC=C2CC1 (3,4-dihydro-2-chloromethylnaphthalene), C([O-])([O-])=O.[Na+].[Na+] (sodium carbonate), II (iodine). Run in C(Cl)Cl (methylene chloride). The product is C1=C(CCC2=CC=CC=C12)CN1CCC(CC1)=O (1-[(3,4-Dihydro-2-naphthalenyl)methyl]-4-oxopiperidine). Reaction SMILES: [NH:1]1[CH2:6][CH2:5][C:4](=[O:7])[CH2:3][CH2:2]1.Cl[CH2:9][C:10]1[CH2:19][CH2:18][C:17]2[C:12](=[CH:13][CH:14]=[CH:15][CH:16]=2)[CH:11]=1.C(=O)([O-])[O-].[Na+].[Na+].II>C(Cl)Cl>[CH:11]1[C:12]2[C:17](=[CH:16][CH:15]=[CH:14][CH:13]=2)[CH2:18][CH2:19][C:10]=1[CH2:9][N:1]1[CH2:6][CH2:5][C:4](=[O:7])[CH2:3][CH2:2]1 |f:2.3.4|. Procedure details: A mixture of 4-piperidone (2.2 g), 3,4-dihydro-2-chloromethylnaphthalene (4.0 g), and powdered sodium carbonate (3.5 g) in tolune (200 ml) containing several crystals of iodine is refluxed for 14 hours with vigorous stirring under nitrogen. The reaction mixture is then cooled, diluted with methylene chloride (100 ml), and filtered. The filtrate is concentrated and the crude product triturated with 1:1 hexane/ether (100 ml) to give the title compound. The reactants are O (Water), C1(CCCCC1)COC1=NC(=C2N=CN(C2=N1)C1OCCCC1)N (2-[(Cyclohexylmethyl)oxy]-9-(tetrahydro-2H-pyran-2-yl)-9H-purin-6-amine), BrN1C(CCC1=O)=O (N-bromosuccinimide), BrN1C(CCC1=O)=O (N-bromosuccinimide). Solvent: C(Cl)(Cl)Cl (chloroform). Conditions: temperature 2 celsius, time 15 minute. Yields the product BrC=1N(C2=NC(=NC(=C2N1)N)OCC1CCCCC1)C1OCCCC1 (8-Bromo-2-[(cyclohexylmethyl)oxy]-9-(tetrahydro-2H-pyran-2-yl)-9H-purin-6-amine). Isolated yield 63.9%. Reaction SMILES: [CH:1]1([CH2:7][O:8][C:9]2[N:17]=[C:16]3[C:12]([N:13]=[CH:14][N:15]3[CH:18]3[CH2:23][CH2:22][CH2:21][CH2:20][O:19]3)=[C:11]([NH2:24])[N:10]=2)[CH2:6][CH2:5][CH2:4][CH2:3][CH2:2]1.[Br:25]N1C(=O)CCC1=O.O>C(Cl)(Cl)Cl>[Br:25][C:14]1[N:15]([CH:18]2[CH2:23][CH2:22][CH2:21][CH2:20][O:19]2)[C:16]2[C:12]([N:13]=1)=[C:11]([NH2:24])[N:10]=[C:9]([O:8][CH2:7][CH:1]1[CH2:2][CH2:3][CH2:4][CH2:5][CH2:6]1)[N:17]=2. Procedure: 2-[(Cyclohexylmethyl)oxy]-9-(tetrahydro-2H-pyran-2-yl)-9H-purin-6-amine (1.0364 g) was dissolved in chloroform (20 mL) and cooled to 0° C. before N-bromosuccinimide (0.5852 g) was added gradually (the reaction temperature not exceeding 1.9° C. during the addition of N-bromosuccinimide). The reaction mixture was stirred at ˜2° C. for 15 minutes before being warmed to room temperature at which it was stirred for 6 hours (under nitrogen). Water (100 mL) was added to the reaction mixture and stirred... The reactants are ClC1=NC=C(C(=N1)Cl)F (2,4-dichloro-5-fluoropyrimidine), C(CCC)[Sn](C=C)(CCCC)CCCC (tributyl(vinyl)tin), [F-].[K+] (potassium fluoride). The reagents and catalysts are Cl[Pd]([P](C1=CC=CC=C1)(C2=CC=CC=C2)C3=CC=CC=C3)([P](C4=CC=CC=C4)(C5=CC=CC=C5)C6=CC=CC=C6)Cl (Bis(triphenylphosphine)palladium(II) chloride). Run in ClCCl (dichloromethane). Run at time 2 hour. Yields the product ClC1=NC=C(C(=N1)C=C)F (2-chloro-5-fluoro-4-vinylpyrimidine). Yield: 76.7%. As a reaction SMILES: [Cl:1][C:2]1[N:7]=[C:6](Cl)[C:5]([F:9])=[CH:4][N:3]=1.[CH2:10]([Sn](CCCC)(CCCC)C=C)[CH2:11]CC.[F-].[K+]>ClCCl.Cl[Pd](Cl)([P](C1C=CC=CC=1)(C1C=CC=CC=1)C1C=CC=CC=1)[P](C1C=CC=CC=1)(C1C=CC=CC=1)C1C=CC=CC=1>[Cl:1][C:2]1[N:7]=[C:6]([CH:10]=[CH2:11])[C:5]([F:9])=[CH:4][N:3]=1 |f:2.3,^1:32,51|. Reported procedure: A mixture of 2,4-dichloro-5-fluoropyrimidine (5.0 g, 30.0 mmol, 1.0 equiv), tributyl(vinyl)tin (10.4 g, 33.0 mmol, 1.1 equiv) in dichloromethane (50 mL) was degassed with a stream of nitrogen for 10 minutes. Bis(triphenylphosphine)palladium(II) chloride (0.53 g, 0.75 mmol, 0.025 equiv) was added. The resulting mixture was degassed with a stream of nitrogen for an additional 15 minutes and heated at reflux for 24 hours. The reaction mixture was cooled to room temperature and quenched with an aque... Reactants: ClC1=NC=C(C(=N1)Cl)Cl (2,4,5-Trichloropyrimidine), O1CCN(CC1)C=1C=C(N)C=CC1 (3-morpholinoaniline), O (water), C([O-])([O-])=O.[K+].[K+] (Potassium carbonate). The solvent is O1CCCC1 (tetrahydrofuran), ClCCl (dichloromethane). Conditions: time 8 hour. Product: ClC1=NC=C(C(=N1)NC1=CC(=CC=C1)N1CCOCC1)Cl ((2,5-Dichloro-pyrimidin-4-yl)-(3-morpholin-4-yl-phenyl)-amine), solid. The yield is 73.0%. As a reaction SMILES: [Cl:1][C:2]1[N:7]=[C:6](Cl)[C:5]([Cl:9])=[CH:4][N:3]=1.C(=O)([O-])[O-].[K+].[K+].[O:16]1[CH2:21][CH2:20][N:19]([C:22]2[CH:23]=[C:24]([CH:26]=[CH:27][CH:28]=2)[NH2:25])[CH2:18][CH2:17]1.O>O1CCCC1.ClCCl>[Cl:1][C:2]1[N:7]=[C:6]([NH:25][C:24]2[CH:26]=[CH:27][CH:28]=[C:22]([N:19]3[CH2:20][CH2:21][O:16][CH2:17][CH2:18]3)[CH:23]=2)[C:5]([Cl:9])=[CH:4][N:3]=1 |f:1.2.3|. Reported procedure: 2,4,5-Trichloropyrimidine (0.960 g, 5.2 mmol) was dissolved in tetrahydrofuran (20 mL). Potassium carbonate (1.20 g, 8.70 mmol) was added, followed by 3-morpholinoaniline (0.875 g, 4.90 mmol). After stirring overnight, water (30 mL) and dichloromethane (30 mL) were added, the phases separated and the aqueous layer extracted once with dichloromethane (30 mL). The combined organic fractions were dried over sodium sulfate, concentrated onto silica gel and chromatographed (120 g SiO2, 0-50% EA:Hex).... The reactants are Cl (hydrochloric acid), C(CC(=O)OCC)(=O)OCC (diethyl malonate), BrC(C(CCI)(F)F)(F)F (1-bromo-1,1,2,2-tetrafluoro-4-iodobutane), [H-].[Na+] (sodium hydride). Run in CN(C=O)C (dimethylformamide). Run at time 1 hour. Product: C(C)OC(C(C(=O)OCC)CCC(C(F)(F)Br)(F)F)=O (2-(4-bromo-3,3,4,4-tetrafluorobutyl)-malonic acid diethyl ester). The yield is 73.7%. RXN SMILES: [H-].[Na+].[C:3]([O:11][CH2:12][CH3:13])(=[O:10])[CH2:4][C:5]([O:7][CH2:8][CH3:9])=[O:6].[Br:14][C:15]([F:23])([F:22])[C:16]([F:21])([F:20])[CH2:17][CH2:18]I.Cl>CN(C)C=O>[CH2:12]([O:11][C:3](=[O:10])[CH:4]([CH2:18][CH2:17][C:16]([F:21])([F:20])[C:15]([Br:14])([F:23])[F:22])[C:5]([O:7][CH2:8][CH3:9])=[O:6])[CH3:13] |f:0.1|. Reported procedure: In nitrogen atmosphere, 1900 mL of dimethylformamide was prepared with the addition of 320 g (7.17 mol) of sodium hydride (60% mineral oil-containing product), followed by putting it in an iced bath with the addition of 1208 g (7.17 mol) of diethyl malonate. After 1 hour of stirring, 2400 g (7.17 mol) of 1-bromo-1,1,2,2-tetrafluoro-4-iodobutane was added to this solution while regulating the reaction solution so as to be not higher than 100° C. After 1 hour of stirring, 1000 mL of 1N hydrochlori... Reactants: O (water), C(C)(C)(C)OC(=O)N1CCC(CC1)N1N=C(C2=CC=C(C=C12)F)C=1N=C2C(=NC1)N(C=C2C(NC2CC(CC2)NC(=O)OC(C)(C)C)=O)COCC[Si](C)(C)C (4-{3-[7-(3-tert-butoxycarbonylamino-cyclopentylcarbamoyl)-5-(2-trimethylsilanyl-ethoxymethyl)-5H-pyrrolo[2,3-b]pyrazin-2-yl]-6-fluoro-indazol-1-yl}-piperidine-1-carboxylic acid tert-butyl ester), C(CN)N (ethylenediamine), FC(C(=O)O)(F)F (trifluoroacetic acid). The solvent is C(C)(=O)OCC (ethyl acetate), ClCCl (dichloromethane). Run at time 2 hour. Product: NC1CC(CC1)NC(=O)C1=CNC2=NC=C(N=C21)C2=NN(C1=CC(=CC=C21)F)C2CCNCC2 (2-(6-fluoro-1-piperidin-4-yl-1H-indazol-3-yl)-5H-pyrrolo[2,3-b]pyrazine-7-carboxylic acid (3-amino-cyclopentyl)-amide). Yield: 71.5%. Reaction SMILES: C(OC([N:8]1[CH2:13][CH2:12][CH:11]([N:14]2[C:22]3[C:17](=[CH:18][CH:19]=[C:20]([F:23])[CH:21]=3)[C:16]([C:24]3[N:25]=[C:26]4[C:32]([C:33](=[O:48])[NH:34][CH:35]5[CH2:39][CH2:38][CH:37]([NH:40]C(OC(C)(C)C)=O)[CH2:36]5)=[CH:31][N:30](COCC[Si](C)(C)C)[C:27]4=[N:28][CH:29]=3)=[N:15]2)[CH2:10][CH2:9]1)=O)(C)(C)C.FC(F)(F)C(O)=O.C(N)CN.O>ClCCl.C(OCC)(=O)C>[NH2:40][CH:37]1[CH2:38][CH2:39][CH:35]([NH:34][C:33]([C:32]2[C:26]3[C:27](=[N:28][CH:29]=[C:24]([C:16]4[C:17]5[C:22](=[CH:21][C:20]([F:23])=[CH:19][CH:18]=5)[N:14]([CH:11]5[CH2:12][CH2:13][NH:8][CH2:9][CH2:10]5)[N:15]=4)[N:25]=3)[NH:30][CH:31]=2)=[O:48])[CH2:36]1. Procedure details: In a round-bottomed flask, 4-{3-[7-(3-tert-butoxycarbonylamino-cyclopentylcarbamoyl)-5-(2-trimethylsilanyl-ethoxymethyl)-5H-pyrrolo[2,3-b]pyrazin-2-yl]-6-fluoro-indazol-1-yl}-piperidine-1-carboxylic acid tert-butyl ester (113 mg, 0.13 mmol) was dissolved in dichloromethane (0.7 ml) and trifluoroacetic acid (0.40 ml, 5.2 mmol) was added. The reaction mixture was stirred at room temperature for 2 h then concentrated. The residue was dissolved in dichloromethane (0.7 ml) and ethylenediamine (0.52 m... Reactants: C[O-].[Na+] (sodium methoxide), CN1[C@@H](C[C@@H](C1)SC(C)=O)C(=O)NC ((2S,4S)-1-Methyl-2-methylaminocarbonyl-4-acetylthiopyrrolidine), Cl (hydrochloric acid). The solvent is CO (methanol), CO (methanol). Reaction conditions: time 3 minute. The product is Cl.CN1[C@@H](C[C@@H](C1)S)C(=O)NC ((2S,4S)-1-methyl-2-methylaminocarbonyl4-mercaptopyrrolidine hydrochloride). As a reaction SMILES: [CH3:1][N:2]1[CH2:6][C@@H:5]([S:7]C(=O)C)[CH2:4][C@H:3]1[C:11]([NH:13][CH3:14])=[O:12].C[O-].[Na+].[ClH:18]>CO>[ClH:18].[CH3:1][N:2]1[CH2:6][C@@H:5]([SH:7])[CH2:4][C@H:3]1[C:11]([NH:13][CH3:14])=[O:12] |f:1.2,5.6|. Reported procedure: (2S,4S)-1-Methyl-2-methylaminocarbonyl-4-acetylthiopyrrolidine (215 mg) was dissolved in methanol (2.4 ml), and a solution of sodium methoxide (54 mg) in methanol (1.2 ml) was added thereto at room temperature under nitrogen stream, followed by stirring at the same temperature for 3 minutes. To the reaction mixture, 6N hydrochloric acid (0.38 ml) was added, and the solvent was distilled off. The residue was dissolved in a mixture of dichloromethane and methanol (4:1) and dried over magnesium sul...